From a dataset of the Open Reaction Database (ORD), a public repository of structured organic reaction records. describe an organic reaction: reactants, conditions, products, and yield The reactants are CO, [Cl-], CCCS(=O)(=O)Nc1ccc(F)c(C=O)c1F, [K+], [NH4+], [OH-], O, c1ncc2cc[nH]c2n1. Yields the product CCCS(=O)(=O)Nc1ccc(F)c(C(O)c2c[nH]c3ncncc23)c1F. RXN SMILES: [CH3:32][OH:33].[Cl-:29].[F:10][c:11]1[c:12]([NH:20][S:21](=[O:22])(=[O:23])[CH2:24][CH2:25][CH3:26])[cH:13][cH:14][c:15]([F:19])[c:16]1[CH:17]=[O:18].[K+:28].[NH4+:30].[OH-:27].[OH2:31].[n:1]1[cH:2][n:3][cH:4][c:5]2[c:6]1[nH:7][cH:8][cH:9]2>>[n:1]1[cH:2][n:3][cH:4][c:5]2[c:6]1[nH:7][cH:8][c:9]2[CH:17]([c:16]1[c:11]([F:10])[c:12]([NH:20][S:21](=[O:22])(=[O:23])[CH2:24][CH2:25][CH3:26])[cH:13][cH:14][c:15]1[F:19])[OH:18].